Dataset: the Open Reaction Database (ORD), a public repository of structured organic reaction records. Task: describe an organic reaction: reactants, conditions, products, and yield Product: C(CCC=C)P(OCC)(OCC)=O (diethyl 4-pentenylphosphonate). As a reaction SMILES: Br[CH2:2][CH2:3][CH2:4][CH:5]=[CH2:6].[CH2:7]([O:9][P:10]([O:14]CC)[O:11][CH2:12][CH3:13])[CH3:8]>>[CH2:2]([P:10](=[O:14])([O:11][CH2:12][CH3:13])[O:9][CH2:7][CH3:8])[CH2:3][CH2:4][CH:5]=[CH2:6]. Reported procedure: 5-bromo-1-pentene was combined with triethylphosphite in the absence of solvent using microwave conditions at 150° C. to give diethyl 4-pentenylphosphonate. Diethyl 4-pentenylphosphonate was combined with bromotrimethyl silane and subsequently quenched with methanol to afford diethyl 4-pentenylphosphonic acid according to Scheme 8. The reactants are BrCCCC=C (5-bromo-1-pentene), C(C)OP(OCC)OCC (triethylphosphite). Reactants: C1CCC2=NCCCN2CC1, CCC=CC=O, O, C[Si](C)(C)CCOCn1ccc2c(-c3cn[nH]c3)ncnc21. The product is CCC(CC=O)n1cc(-c2ncnc3c2ccn3COCC[Si](C)(C)C)cn1. RXN SMILES: [CH2:23]1[CH2:24][CH2:25][C:26]2=[N:31][CH2:30][CH2:29][CH2:28][N:27]2[CH2:32][CH2:33]1.[CH:34]([CH:35]=[CH:36][CH2:37][CH3:38])=[O:39].[OH2:40].[nH:1]1[n:2][cH:3][c:4](-[c:6]2[c:7]3[c:8]([n:9][cH:10][n:11]2)[n:12]([CH2:15][O:16][CH2:17][CH2:18][Si:19]([CH3:20])([CH3:21])[CH3:22])[cH:13][cH:14]3)[cH:5]1>>[n:1]1[n:2]([CH:36]([CH2:35][CH:34]=[O:39])[CH2:37][CH3:38])[cH:3][c:4](-[c:6]2[c:7]3[c:8]([n:9][cH:10][n:11]2)[n:12]([CH2:15][O:16][CH2:17][CH2:18][Si:19]([CH3:20])([CH3:21])[CH3:22])[cH:13][cH:14]3)[cH:5]1. Reactants: NC1=NS(C2=C1C(=CC=C2)Cl)(=O)=O (3-amino-4-chlorobenzo[d]isothiazole-1,1-dioxide), C(CCC)N (n-butylamine), N (ammonia). Solvent: O1CCOCC1 (dioxane). Reaction conditions: time 2 hour. Yields the product C(CCC)NC1=NS(C2=C1C(=CC=C2)Cl)(=O)=O (3-n-butylamino-4-chlorobenzo[d]isothiazole-1,1-dioxide). As a reaction SMILES: [NH2:1][C:2]1[C:6]2[C:7]([Cl:11])=[CH:8][CH:9]=[CH:10][C:5]=2[S:4](=[O:13])(=[O:12])[N:3]=1.[CH2:14](N)[CH2:15][CH2:16][CH3:17].N>O1CCOCC1>[CH2:14]([NH:1][C:2]1[C:6]2[C:7]([Cl:11])=[CH:8][CH:9]=[CH:10][C:5]=2[S:4](=[O:13])(=[O:12])[N:3]=1)[CH2:15][CH2:16][CH3:17]. Reported procedure: A solution of 2.17 g of the 3-amino-4-chlorobenzo[d]isothiazole-1,1-dioxide prepared according to Example II and 2 ml of n-butylamine in 15 ml of dioxane was boiled for approx. 2 hours, ammonia escaping. After distilling off the solvent, the residue was stirred with water, sucked off, washed successively with water and petroleum ether and dried. The desired product was obtained in a yield of 2.4 g, melting-point 136°-138° C. The reactants are C1=CC2=C(C=C1C(=O)O)C(=O)OC2=O (1,2,4-Benzenetricarboxylic anhydride), NCCN1CCOCC1 (4-(2-aminoethyl)morpholine). Run in C(C)(=O)O (acetic acid). The product is O1CCN(CC1)CCN1C(C2=CC=C(C=C2C1=O)C(=O)O)=O (2-(2-Morpholinoethyl)-1,3-dioxoisoindoline-5-carboxylic acid). Isolated yield 81.8%. Reaction SMILES: [CH:1]1[C:6]([C:7]([OH:9])=[O:8])=[CH:5][C:4]2[C:10]([O:12][C:13](=[O:14])[C:3]=2[CH:2]=1)=O.[NH2:15][CH2:16][CH2:17][N:18]1[CH2:23][CH2:22][O:21][CH2:20][CH2:19]1>C(O)(=O)C>[O:21]1[CH2:22][CH2:23][N:18]([CH2:17][CH2:16][N:15]2[C:10](=[O:12])[C:4]3[C:3](=[CH:2][CH:1]=[C:6]([C:7]([OH:9])=[O:8])[CH:5]=3)[C:13]2=[O:14])[CH2:19][CH2:20]1. Procedure details: 1,2,4-Benzenetricarboxylic anhydride (356, 0.487 g, 2.53 mmol) and 4-(2-aminoethyl)morpholine (0.33 g, 2.53 mmol) were allowed to stir 2 hours at 130° C. in acetic acid (10 mL). The reaction mixture was then cooled to room temperature and the precipitated solid was collected by filtration, washed with H2O and dried under vacuum, to afford title compound 357 as a white powder (0.63 g, 82% yield). 1H NMR (DMSO) δ (ppm): 8.26 (dd, J=7.6, 1.4 Hz, 1H), 8.15 (dd, J=1.4, 0.6 Hz, 1H), 7.92 (dd, J=7.6, 0... Starting materials: C(=O)(N1C=NC=C1)N1C=NC=C1 (1,1′-carbonyldiimidazole), O1C=CC2=C1C=CC=C2CC(=O)O (2-(benzofur-4-yl)acetic acid), N (ammonia). Solvent: O1CCCC1 (tetrahydrofuran), O1CCCC1 (tetrahydrofuran). Reaction conditions: temperature 20 celsius, time 4 hour. Yields the product O1C=CC2=C1C=CC=C2CC(=O)N (2-(Benzofur-4-yl)acetamide). As a reaction SMILES: C(N1C=CN=C1)([N:3]1C=CN=C1)=O.[O:13]1[C:17]2[CH:18]=[CH:19][CH:20]=[C:21]([CH2:22][C:23]([OH:25])=O)[C:16]=2[CH:15]=[CH:14]1.N>O1CCCC1>[O:13]1[C:17]2[CH:18]=[CH:19][CH:20]=[C:21]([CH2:22][C:23]([NH2:3])=[O:25])[C:16]=2[CH:15]=[CH:14]1. Procedure: Add 1,1′-carbonyldiimidazole (2.3 g, 14.2 mmol) to a solution of 2-(benzofur-4-yl)acetic acid (2.5 g, 14.2 mmol) in anhydrous tetrahydrofuran (12 mL) under nitrogen and stir at 20° C. for 4 hours. Bubble anhydrous ammonia through the solution, dilute with anhydrous tetrahydrofuran (10 mL) and stir at 20° C. for 18 hours. Concentrate under reduced pressure, wash the solid with aqueous sodium hydrogen sulfate, distilled water, and dry under vacuum to obtain the title compound as a pale yellow soli... Starting materials: O=C1C=2CCCCC2OC=2C=CC(=CC12)C#N (5,6,7,8-tetrahydro-9-oxo-xanthene-2-carbonitrile), mixed solution, O.S(O)(O)(=O)=O.C(C)(=O)O (water sulfuric acid acetic acid). Run in O (water). The product is O=C1C=2CCCCC2OC=2C=CC(=CC12)C(=O)O (5,6,7,8-tetrahydro-9-oxo-xanthene-2-carboxylic acid). Yield: 88.5%. RXN SMILES: [O:1]=[C:2]1[C:15]2[CH:14]=C(C#N)[CH:12]=[CH:11][C:10]=2[O:9][C:8]2[CH2:7][CH2:6][CH2:5][CH2:4][C:3]1=2.O.S(=O)(=O)(O)O.[C:24]([OH:27])(=[O:26])[CH3:25]>O>[O:1]=[C:2]1[C:15]2[CH:14]=[C:25]([C:24]([OH:27])=[O:26])[CH:12]=[CH:11][C:10]=2[O:9][C:8]2[CH2:7][CH2:6][CH2:5][CH2:4][C:3]1=2 |f:1.2.3|. Reported procedure: To 88.0 g of 5,6,7,8-tetrahydro-9-oxo-xanthene-2-carbonitrile obtained in Example 12 was added 1.5 l of a mixed solution of water-sulfuric acid-acetic acid (1:1:1), and the mixture was heated for 2 hours under refluxing and stirring conditions. After being cooled, the reaction mixture was combined with 1.5 l of water and then ice-cooled for 2 hours. The resulting crystal deposit was collected by filtration, washed with water and then air-dried. The deposit was recrystallized from acetic acid to ... The reactants are NC1=C(C=C(C=C1)CC(=O)OC(C)(C)C)C (tert-butyl 4-amino-3-methylphenylacetate), BrC1=C(C=CC=C1)N=C=O (2-bromo phenyl isocyanate). Run in C1CCOC1 (THF). Conditions: time 3 hour. Product: BrC1=C(C=CC=C1)NC(NC1=C(C=C(C=C1)CC(=O)OC(C)(C)C)C)=O (tert-butyl 4-[N′-(2-bromophenyl) ureido]-3-methylphenylacetate). The yield is 113.5%. RXN SMILES: [NH2:1][C:2]1[CH:7]=[CH:6][C:5]([CH2:8][C:9]([O:11][C:12]([CH3:15])([CH3:14])[CH3:13])=[O:10])=[CH:4][C:3]=1[CH3:16].[Br:17][C:18]1[CH:23]=[CH:22][CH:21]=[CH:20][C:19]=1[N:24]=[C:25]=[O:26]>C1COCC1>[Br:17][C:18]1[CH:23]=[CH:22][CH:21]=[CH:20][C:19]=1[NH:24][C:25](=[O:26])[NH:1][C:2]1[CH:7]=[CH:6][C:5]([CH2:8][C:9]([O:11][C:12]([CH3:13])([CH3:15])[CH3:14])=[O:10])=[CH:4][C:3]=1[CH3:16]. Procedure details: To a stirred mixture of tert-butyl 4-amino-3-methylphenylacetate (780 mg, 3.30 mmol), 2-bromo phenyl isocyanate (0.41 ml, 3.30 mmol) in THF (7 ml) was added Et3 N (0.092 ml, 0.66 mmol) at room temperature. After 3 h stirring, the reaction mixture was concentrated in vacuo. The residue was triturated by the addition of n-hexane, to give tert-butyl 4-[N′-(2-bromophenyl) ureido]-3-methylphenylacetate (1.57 g, 93%) as a pale yellow powder. mp 138–145° C. (dec.); 1H-NMR (CDCl3) δ 1.44 (s, 9H), 2.33 (... Starting materials: CCOC(=O)c1cn2nc(N3CCNCC3)ccc2n1, CCN(C(C)C)C(C)C, ClCCl, O=C(Cl)c1cc(F)ccc1C(F)(F)F. Yields the product CCOC(=O)c1cn2nc(N3CCN(C(=O)c4cc(F)ccc4C(F)(F)F)CC3)ccc2n1. Reaction SMILES: [CH2:1]([CH3:2])[O:3][C:4](=[O:5])[c:6]1[n:7][c:8]2[n:9]([n:10][c:11]([N:14]3[CH2:15][CH2:16][NH:17][CH2:18][CH2:19]3)[cH:12][cH:13]2)[cH:20]1.[CH:21]([N:22]([CH:23]([CH3:24])[CH3:25])[CH2:26][CH3:27])([CH3:28])[CH3:29].[Cl:44][CH2:45][Cl:46].[F:30][c:31]1[cH:32][cH:33][c:34]([C:40]([F:41])([F:42])[F:43])[c:35]([C:36](=[O:37])[Cl:38])[cH:39]1>>[CH2:1]([CH3:2])[O:3][C:4](=[O:5])[c:6]1[n:7][c:8]2[n:9]([n:10][c:11]([N:14]3[CH2:15][CH2:16][N:17]([C:36]([c:35]4[c:34]([C:40]([F:41])([F:42])[F:43])[cH:33][cH:32][c:31]([F:30])[cH:39]4)=[O:37])[CH2:18][CH2:19]3)[cH:12][cH:13]2)[cH:20]1.